Dataset: the Open Reaction Database (ORD), a public repository of structured organic reaction records. Task: describe an organic reaction: reactants, conditions, products, and yield Starting materials: CC(C)(C)C1=C(C=CC(=C1)C(C)(C)C)S[C@@H]1[C@@H](CCC1)O ((±)cis-2-[[2,4-bis(1,1-dimethylethyl)phenyl]thio]cyclopentanol), Compound B, CC(C)(C)C=1C=C(C=C(C1)C(C)(C)C)S[C@H]1[C@@H](CCC1)O ((±)trans-2-[[3,5-bis(1,1-dimethylethyl)phenyl]thio]cyclopentanol). The product is title compounds, C(C)(=O)O[C@H]1[C@@H](CCC1)SC1=C(C=C(C=C1)C(C)(C)C)C(C)(C)C ((+)trans-2-[[2,4-bis(1,1-dimethylethyl)phenyl]thio]cyclopentanol acetate). Reaction SMILES: CC(C1C=C(S[C@@H:16]2CCC[C@H:17]2[OH:21])C=C(C(C)(C)C)C=1)(C)C.[CH3:22][C:23]([C:26]1[CH:31]=[C:30]([C:32]([CH3:35])([CH3:34])[CH3:33])[CH:29]=[CH:28][C:27]=1[S:36][C@H:37]1[CH2:41][CH2:40][CH2:39][C@H:38]1[OH:42])([CH3:25])[CH3:24]>>[C:17]([O:42][C@@H:38]1[CH2:39][CH2:40][CH2:41][C@H:37]1[S:36][C:27]1[CH:28]=[CH:29][C:30]([C:32]([CH3:33])([CH3:34])[CH3:35])=[CH:31][C:26]=1[C:23]([CH3:22])([CH3:24])[CH3:25])(=[O:21])[CH3:16]. Procedure details: The title compounds were prepared by the method described in Example 82, except that the title product of Example 79, Compound B, was substituted for the title product of Example 75, Compound A. The reactants are CC=1OC=CC1C1=NC(=NC=C1C=1C=NC=CC1)N1CC(CCC1)C (4-(2-methyl-3-furanyl)-2-(3-methyl-1-piperidinyl)-5-(3-pyridinyl)pyrimidine), Cl (hydrogen chloride). Solvent: ClCCl (dichloromethane). Yields the product Cl.CC=1OC=CC1C1=NC(=NC=C1C=1C=NC=CC1)N1CC(CCC1)C (4-(2-Methyl-3-furanyl)-2-(3-methyl-1-piperidinyl)-5-(3-pyridinyl)pyrimidine hydrochloride). The yield is 77.0%. Reaction SMILES: [CH3:1][C:2]1[O:3][CH:4]=[CH:5][C:6]=1[C:7]1[C:12]([C:13]2[CH:14]=[N:15][CH:16]=[CH:17][CH:18]=2)=[CH:11][N:10]=[C:9]([N:19]2[CH2:24][CH2:23][CH2:22][CH:21]([CH3:25])[CH2:20]2)[N:8]=1.[ClH:26]>ClCCl>[ClH:26].[CH3:1][C:2]1[O:3][CH:4]=[CH:5][C:6]=1[C:7]1[C:12]([C:13]2[CH:14]=[N:15][CH:16]=[CH:17][CH:18]=2)=[CH:11][N:10]=[C:9]([N:19]2[CH2:24][CH2:23][CH2:22][CH:21]([CH3:25])[CH2:20]2)[N:8]=1 |f:3.4|. Procedure: A mixture of 3-(dimethylamino)-1-(2-methyl-3-furanyl)-2-(3-pyridinyl)-2-propen-1-one (256 mg, 1 mmol) and 3-methyl-1-piperidinecarboximidamide hydrochloride (267 mg, 1.5 mmol) in ethanol (5 ml) was stirred at room temperature. Potassium tert-butoxide (224 mg, 2 mmol) was added and the mixture was heated at reflux for 45 minutes. After cooling to room temperature the reaction mixture was diluted with water and extracted with ethyl acetate. The organic extracts were combined, washed with water and... Product: C1(CC1)C(C(=O)OCC)OC1=CC=CC2=CC=CC=C12 (ethyl 2-cyclopropyl-2-(1-naphthalenyloxy)acetate). Reported procedure: To a solution of 1-naphthol (170 mg, 1.18 mmol) in anhydrous DMF (10 mL) was added K2CO3 (510 mg, 3.53 mmol) and ethyl α-bromocyclopropaneacetate (295 mg, 1.41 mmol). The mixture was stirred at room temperature for 2 h and then diluted with water (50 mL) and then extracted with ethyl acetate (3×50 mL). The organic extracts were combined, washed with brine, dried over anhydrous MgSO4, filtered, concentrated in vacuo and purified by flash column chromatography using a mixture of ethyl acetate and ... The solvent is CN(C)C=O (DMF), O (water). Reaction SMILES: [C:1]1([OH:11])[C:10]2[C:5](=[CH:6][CH:7]=[CH:8][CH:9]=2)[CH:4]=[CH:3][CH:2]=1.C([O-])([O-])=O.[K+].[K+].Br[CH:19]([CH:25]1[CH2:27][CH2:26]1)[C:20]([O:22][CH2:23][CH3:24])=[O:21]>CN(C=O)C.O>[CH:25]1([CH:19]([O:11][C:1]2[C:10]3[C:5](=[CH:6][CH:7]=[CH:8][CH:9]=3)[CH:4]=[CH:3][CH:2]=2)[C:20]([O:22][CH2:23][CH3:24])=[O:21])[CH2:27][CH2:26]1 |f:1.2.3|. Starting materials: C1(=CC=CC2=CC=CC=C12)O (1-naphthol), C(=O)([O-])[O-].[K+].[K+] (K2CO3), BrC(C(=O)OCC)C1CC1 (ethyl α-bromocyclopropaneacetate). Run at time 2 hour. The yield is 92.8%. Run in C1=CC=CC=C1 (benzene). Reactants: S(=O)(Cl)Cl (thionyl chloride), O=C1OC2=C(C1(CCC)CC(=O)O)C=CC=C2 ((2,3-dihydro-2-oxo-3-propyl-3-benzofuranyl)acetic acid). Product: O=C1OC2=C(C1(CCC)CC(=O)Cl)C=CC=C2 (2-(2,3-Dihydro-2-oxo-3-propyl-3-benzofuranyl)acetyl chloride). Reaction SMILES: S(Cl)([Cl:3])=O.[O:5]=[C:6]1[C:10]([CH2:14][C:15](O)=[O:16])([CH2:11][CH2:12][CH3:13])[C:9]2[CH:18]=[CH:19][CH:20]=[CH:21][C:8]=2[O:7]1>C1C=CC=CC=1>[O:5]=[C:6]1[C:10]([CH2:14][C:15]([Cl:3])=[O:16])([CH2:11][CH2:12][CH3:13])[C:9]2[CH:18]=[CH:19][CH:20]=[CH:21][C:8]=2[O:7]1. Procedure: 23.7 g of double-distilled thionyl chloride are added dropwise to a solution, stirred and heated to 70° C., of 23.4 g of (2,3-dihydro-2-oxo-3-propyl-3-benzofuranyl)acetic acid in 250 ml of anhydrous benzene. When the addition is complete, the mixture is heated until the evolution of gas has completely ceased. The medium is concentrated under vacuum, the residue washed with 200 ml of anhydrous benzene and the solvent evaporated off. This operation is repeated twice, and a very thick oil which doe... Run at time 1 hour. Reported procedure: To a solution of the product of step (c) (40 mg) in acetonitrile (8 ml) was added 40% aqueous hydrofluoric acid (1 ml). After stirring for 1 hour at room temperature the reaction mixture was poured into saturated aqueous sodium hydrogen carbonate solution and the mixture was extracted with diethyl ether. The ether extracts were then dried (MgSO4), filtered and concentrated to an oil in vacuo. Chromatography on silica eluting with hexane in an increasing acetone gradient then gave the title compo... As a reaction SMILES: [CH2:1]([CH:4]1[CH:30]=[C:29]([CH3:31])[CH2:28][CH:27]([CH3:32])[CH2:26][CH:25]([O:33][CH3:34])[CH:24]2[O:35][C:20]([OH:39])([CH:21]([CH3:38])[CH2:22][CH:23]2[O:36][CH3:37])[C:19](=[O:40])[C:18](=[O:41])[N:17]2[CH:12]([CH2:13][CH2:14][CH2:15][CH2:16]2)[C:11](=[O:42])[O:10][CH:9]([C:43]([CH3:53])=[CH:44][CH:45]2[CH2:50][CH2:49][CH2:48][CH:47]([O:51][CH3:52])[CH2:46]2)[CH:8]([CH3:54])[CH:7]([O:55][Si](C(C)(C)C)(C)C)[CH2:6][C:5]1=[O:63])[CH:2]=[CH2:3].F.C(=O)([O-])O.[Na+]>C(#N)C>[CH2:1]([CH:4]1[CH:30]=[C:29]([CH3:31])[CH2:28][CH:27]([CH3:32])[CH2:26][CH:25]([O:33][CH3:34])[CH:24]2[O:35][C:20]([OH:39])([CH:21]([CH3:38])[CH2:22][CH:23]2[O:36][CH3:37])[C:19](=[O:40])[C:18](=[O:41])[N:17]2[CH:12]([CH2:13][CH2:14][CH2:15][CH2:16]2)[C:11](=[O:42])[O:10][CH:9]([C:43]([CH3:53])=[CH:44][CH:45]2[CH2:50][CH2:49][CH2:48][CH:47]([O:51][CH3:52])[CH2:46]2)[CH:8]([CH3:54])[CH:7]([OH:55])[CH2:6][C:5]1=[O:63])[CH:2]=[CH2:3] |f:2.3|. Reactants: C(C=C)C1C(CC(C(C(OC(C2CCCCN2C(C(C2(C(CC(C(C(CC(CC(=C1)C)C)OC)O2)OC)C)O)=O)=O)=O)C(=CC2CC(CCC2)OC)C)C)O[Si](C)(C)C(C)(C)C)=O (17-Allyl-1-hydroxy-12-[2-(3-methoxycyclohexyl)-1-methylvinyl]-14-t butyldimethylsilyloxy-23,25-dimethoxy-13,19,21,27-tetramethyl-11,28-dioxa-4-azatricyclo [22.3.1.04,9 ]octacos-18-ene-2.3,10,16-tetraone), F (hydrofluoric acid), C(O)([O-])=O.[Na+] (sodium hydrogen carbonate). The yield is 57.2%. Run in C(C)#N (acetonitrile). Yields the product C(C=C)C1C(CC(C(C(OC(C2CCCCN2C(C(C2(C(CC(C(C(CC(CC(=C1)C)C)OC)O2)OC)C)O)=O)=O)=O)C(=CC2CC(CCC2)OC)C)C)O)=O (17-Allyl-1,14-dihydroxy-12-[2-(3-methoxycyclohexyl)-1-methylvinyl]-23,25-dimethoxy-13,19,21,27-tetramethyl-11,28-dioxa-4-azatricyclo[22.3.1.04,9 ]octacos-18-ene-2.3,10,16-tetraone).